From a dataset of the Open Reaction Database (ORD), a public repository of structured organic reaction records. describe an organic reaction: reactants, conditions, products, and yield Starting materials: BrC=1C=C(C=NC1OCC1CC1)N (5-bromo-6-cyclopropylmethoxy-pyridin-3-ylamine), ClC1=CC=C(C=C1)B(O)O (4-chlorophenylboronic acid). Product: ClC1=CC=C(C=C1)C=1C=C(C=NC1OCC1CC1)N (5-(4-chloro-phenyl)-6-cyclopropylmethoxy-pyridin-3-ylamine). RXN SMILES: Br[C:2]1[CH:3]=[C:4]([NH2:13])[CH:5]=[N:6][C:7]=1[O:8][CH2:9][CH:10]1[CH2:12][CH2:11]1.[Cl:14][C:15]1[CH:20]=[CH:19][C:18](B(O)O)=[CH:17][CH:16]=1>>[Cl:14][C:15]1[CH:20]=[CH:19][C:18]([C:2]2[CH:3]=[C:4]([NH2:13])[CH:5]=[N:6][C:7]=2[O:8][CH2:9][CH:10]2[CH2:12][CH2:11]2)=[CH:17][CH:16]=1. Reported procedure: The title compound was synthesized in analogy to Example E, using 5-bromo-6-cyclopropylmethoxy-pyridin-3-ylamine and 4-chlorophenylboronic acid (44%). MS (LC/MS): 275.2 (M+H). The reactants are N[C@@H](C(O)(C1=CC=CC=C1)C1=CC=CC=C1)C.OC1=CC2=C([C@H](CO2)CC(=O)O)C=C1 ([(3R)-6-Hydroxy-2,3-dihydro-1-benzofuran-3-yl]acetic acid (R)-2-amino-1,1-diphenylpropan-1-ol salt), S(O)(O)(=O)=O (sulfuric acid). Run in CO (methanol). Run at temperature 60 celsius, time 2 hour. Yields the product OC1=CC2=C([C@H](CO2)CC(=O)OC)C=C1 (methyl [(3R)-6-hydroxy-2,3-dihydro-1-benzofuran-3-yl]acetate). Yield: 91.5%. As a reaction SMILES: N[C@H:2](C)C(C1C=CC=CC=1)(C1C=CC=CC=1)O.[OH:18][C:19]1[CH:31]=[CH:30][C:22]2[C@@H:23]([CH2:26][C:27]([OH:29])=[O:28])[CH2:24][O:25][C:21]=2[CH:20]=1.S(=O)(=O)(O)O>CO>[OH:18][C:19]1[CH:31]=[CH:30][C:22]2[C@@H:23]([CH2:26][C:27]([O:29][CH3:2])=[O:28])[CH2:24][O:25][C:21]=2[CH:20]=1 |f:0.1|. Procedure: [(3R)-6-Hydroxy-2,3-dihydro-1-benzofuran-3-yl]acetic acid (R)-2-amino-1,1-diphenylpropan-1-ol salt (100 g) and sulfuric acid (30.26 g) were added to methanol (120 mL), and the mixture was stirred at 60° C. for 2 hr. After allowing to cool to room temperature, the solvent was concentrated under reduced pressure. To the residue were added toluene (831 mL), tetrahydrofuran (415 mL) and 1M hydrochloric acid (500 mL), and the mixture was partitioned. The organic layer was washed with water (500 mL), ... Reactants: NC(CCCC(=O)OC)C1=C(C=CC=C1OC)OC (methyl 5-amino-5-(2,6-dimethoxyphenyl)pentanoate), FC1=CC=C(C=C1)C1=CC=CC(=N1)C=O (6-(4-fluorophenyl)picolinaldehyde). Yields the product COC1=C(C(=CC=C1)OC)C1CCCC(N1CC1=NC(=CC=C1)C1=CC=C(C=C1)F)=O (6-(2,6-dimethoxyphenyl)-1-((6-(4-fluorophenyl)pyridin-2-yl)methyl)piperidin-2-one). As a reaction SMILES: [NH2:1][CH:2]([C:10]1[C:15]([O:16][CH3:17])=[CH:14][CH:13]=[CH:12][C:11]=1[O:18][CH3:19])[CH2:3][CH2:4][CH2:5][C:6]([O:8]C)=O.[F:20][C:21]1[CH:26]=[CH:25][C:24]([C:27]2[N:32]=[C:31]([CH:33]=O)[CH:30]=[CH:29][CH:28]=2)=[CH:23][CH:22]=1>>[CH3:19][O:18][C:11]1[CH:12]=[CH:13][CH:14]=[C:15]([O:16][CH3:17])[C:10]=1[CH:2]1[N:1]([CH2:33][C:31]2[CH:30]=[CH:29][CH:28]=[C:27]([C:24]3[CH:23]=[CH:22][C:21]([F:20])=[CH:26][CH:25]=3)[N:32]=2)[C:6](=[O:8])[CH2:5][CH2:4][CH2:3]1. Procedure details: Prepared according to the described general procedure 1 (GP1) by reaction of methyl 5-amino-5-(2,6-dimethoxyphenyl)pentanoate with commercially available 6-(4-fluorophenyl)picolinaldehyde. Subsequent purification by preparative HPLC afforded the target compound. LC-MS (conditions A): tR=0.77 min.; [M+H]+: 421.35 g/mol. The reactants are O1CCC1 (oxetane), [Li+].CCC[CH2-] (N-Butyllithium), CC=1SC=CC1 (2-methylthiophene), [Cl-].[NH4+] (ammonium chloride). The solvent is C1CCOC1 (THF), CCCCCC (hexane), C1CCOC1 (THF). Reaction conditions: time 2.25 hour. Product: CC1=CC=C(S1)C(CC)O (5-Methyl-2-thienylpropanol). Yield: 17.6%. As a reaction SMILES: [Li+].CCC[CH2-].[CH3:6][C:7]1[S:8][CH:9]=[CH:10][CH:11]=1.[O:12]1[CH2:15][CH2:14][CH2:13]1.[Cl-].[NH4+]>CCCCCC.C1COCC1>[CH3:6][C:7]1[S:8][C:9]([CH:15]([OH:12])[CH2:14][CH3:13])=[CH:10][CH:11]=1 |f:0.1,4.5|. Reported procedure: N-Butyllithium in hexane (1.5M; 35.6 ml) was added dropwise at room temperature under nitrogen to a solution of 2-methylthiophene (5.0 g) in dry THF (50 ml). After stirring for 2.25 h, oxetane (4.42 g) in dry THF (15 ml) was added dropwise and stirring continued for 22.5 h. Saturated ammonium chloride solution (200 ml) was added and the mixture extracted with diethyl ether (3×200 ml), dried and evaporated in vacuo to give an oil. Purification by FCC on silica gel with cyclohexane-diethyl ether (... Starting materials: C=CCOC1CC(C=C(C)C2OC(=O)C3CCCCN3C(=O)C(=O)C3(O)OC(C(OC)CC(C)CC(C)=CC(CC)C(=O)CC(O)C2C)C(OC)CC3C)CCC1O[Si](C)(C)C(C)(C)C, ClCCl, CCOC(C)=O, CC(C)(C)[Si](C)(C)OS(=O)(=O)C(F)(F)F, Cc1cccc(C)n1. The product is C=CCOC1CC(C=C(C)C2OC(=O)C3CCCCN3C(=O)C(=O)C3(O)OC(C(OC)CC(C)CC(C)=CC(CC)C(=O)CC(O[Si](C)(C)C(C)(C)C)C2C)C(OC)CC3C)CCC1O[Si](C)(C)C(C)(C)C. RXN SMILES: [CH2:1]([CH3:2])[CH:3]1[C:4](=[O:65])[CH2:5][CH:6]([OH:64])[CH:7]([CH3:63])[CH:8]([C:42](=[CH:43][CH:44]2[CH2:45][CH:46]([O:58][CH2:59][CH:60]=[CH2:61])[CH:47]([O:50][Si:51]([CH3:52])([CH3:53])[C:54]([CH3:55])([CH3:56])[CH3:57])[CH2:48][CH2:49]2)[CH3:62])[O:9][C:10](=[O:41])[CH:11]2[CH2:12][CH2:13][CH2:14][CH2:15][N:16]2[C:17](=[O:40])[C:18](=[O:39])[C:19]2([OH:38])[CH:20]([CH3:37])[CH2:21][CH:22]([O:35][CH3:36])[CH:23]([CH:24]([O:32][CH3:33])[CH2:25][CH:26]([CH3:31])[CH2:27][C:28]([CH3:30])=[CH:29]1)[O:34]2.[CH2:89]([Cl:90])[Cl:91].[CH3:92][CH2:93][O:94][C:95](=[O:96])[CH3:97].[F:74][C:75]([F:76])([F:77])[S:78]([O:79][Si:80]([CH3:81])([CH3:82])[C:83]([CH3:84])([CH3:85])[CH3:86])(=[O:87])=[O:88].[n:66]1[c:67]([CH3:68])[cH:69][cH:70][cH:71][c:72]1[CH3:73]>>[CH2:1]([CH3:2])[CH:3]1[C:4](=[O:65])[CH2:5][CH:6]([O:64][Si:80]([CH3:81])([CH3:82])[C:83]([CH3:84])([CH3:85])[CH3:86])[CH:7]([CH3:63])[CH:8]([C:42](=[CH:43][CH:44]2[CH2:45][CH:46]([O:58][CH2:59][CH:60]=[CH2:61])[CH:47]([O:50][Si:51]([CH3:52])([CH3:53])[C:54]([CH3:55])([CH3:56])[CH3:57])[CH2:48][CH2:49]2)[CH3:62])[O:9][C:10](=[O:41])[CH:11]2[CH2:12][CH2:13][CH2:14][CH2:15][N:16]2[C:17](=[O:40])[C:18](=[O:39])[C:19]2([OH:38])[CH:20]([CH3:37])[CH2:21][CH:22]([O:35][CH3:36])[CH:23]([CH:24]([O:32][CH3:33])[CH2:25][CH:26]([CH3:31])[CH2:27][C:28]([CH3:30])=[CH:29]1)[O:34]2. Starting materials: C(C)OC(=O)C=1C2=C(SC1N)CCCC2 (2-amino-4,5,6,7-tetrahydro-benzo[b]thiophene-3-carboxylic acid ethyl ester), 2-hexahydro-2,5-methano-pentalene-3a-carboxylic acid, CC1(C(C1(C)C)C(=O)O)C (2,2,3,3-tetramethylcyclopropanecarboxylic acid). Yields the product C1C2CC3(CC(CC13)C2)C(=O)NC2=C(C1=C(S2)CCC2=CC=CC=C21)C(=O)OCC (ethyl 2-[(hexahydro-2,5-methanopentalen-3a(1H)-ylcarbonyl)amino]-4,5-dihydronaphtho[2,1-b]thiophene-1-carboxylate). RXN SMILES: [CH2:1]([O:3][C:4]([C:6]1[C:7]2[CH2:15][CH2:14][CH2:13][CH2:12][C:8]=2[S:9][C:10]=1[NH2:11])=[O:5])[CH3:2].C[C:17]1([CH3:25])[C:19]([CH3:21])([CH3:20])[CH:18]1[C:22]([OH:24])=O>>[CH2:20]1[CH:19]2[C:18]3([C:22]([NH:11][C:10]4[S:9][C:8]5[CH2:12][CH2:13][C:14]6[C:15]([C:7]=5[C:6]=4[C:4]([O:3][CH2:1][CH3:2])=[O:5])=[CH:8][CH:7]=[CH:6][CH:4]=6)=[O:24])[CH2:17][CH:25]([CH2:14][CH:13]1[CH2:12]3)[CH2:21]2. Procedure: The title compound was prepared as described in Example 12, substituting Example 278A for 2-amino-4,5,6,7-tetrahydro-benzo[b]thiophene-3-carboxylic acid ethyl ester and 2-hexahydro-2,5-methano-pentalene-3a-carboxylic acid for 2,2,3,3-tetramethylcyclopropanecarboxylic acid. 1H NMR (300 MHz, CD3OD) δ ppm 1.35 (t, J=7.0 Hz, 3H) 1.60-1.73 (m, 4H) 1.77-1.87 (m, 2H) 1.92 (dd, J=10.2, 2.7 Hz, 2H) 2.00-2.10 (m, 2H) 2.68 (t, J=6.8 Hz, 1H) 2.85-2.94 (m, 2H) 2.99-3.08 (m, 2H) 4.36 (q, J=7.1 Hz, 2H) 7.09-7.... Reactants: C(C)NC1=CC=C(C=C1)Br (N-ethyl-4-bromoaniline), C(C)(C)N(C(C)C)CC (N,N-diisopropylethylamine), BrCCO (2-bromoethanol), C(C)(C)N(CC)C(C)C (diisopropylethylamine), BrCCO (2-bromoethanol). Run in O (Water). Run at temperature 125 celsius. The product is C(C)N(C1=CC=C(C=C1)Br)CCO (N-ethyl-N-(2-hydroxyethyl)-4-bromoaniline). The yield is 69.5%. Reaction SMILES: [CH2:1]([NH:3][C:4]1[CH:9]=[CH:8][C:7]([Br:10])=[CH:6][CH:5]=1)[CH3:2].C(N(CC)C(C)C)(C)C.Br[CH2:21][CH2:22][OH:23]>O>[CH2:1]([N:3]([CH2:21][CH2:22][OH:23])[C:4]1[CH:9]=[CH:8][C:7]([Br:10])=[CH:6][CH:5]=1)[CH3:2]. Procedure: 17.3 g (86.7 mmols) of N-ethyl-4-bromoaniline, 22.7 ml (1.5-fold equivalent weight) of N,N-diisopropylethylamine and 9.64 ml (1.5-fold equivalent weight) of 2-bromoethanol were mixed, and the mixture obtained was heated at 125° C. for 2 hours in an atmosphere of argon. Next, to the reaction solution obtained, 1.5 ml (0.1-fold equivalent weight) of diisopropylethylamine and 0.64 ml (0.1-fold equivalent weight) of 2-bromoethanol were added, and the mixture obtained was heated at 125° C. for 3 hour... Starting materials: N1(C=NC=C1)CCO (2-(1H-imidazol-1-yl)ethanol), C1=C(C=CC2=CC=CC=C12)C(=O)Cl (2-naphthoyl chloride). Yields the product C1=C(C=CC2=CC=CC=C12)C(=O)OCCN1C=NC=C1 (2-(1H-imidazol-1-yl)ethyl 2-naphthalenecarboxylate). Isolated yield 81.0%. Reaction SMILES: [N:1]1([CH2:6][CH2:7][OH:8])[CH:5]=[CH:4][N:3]=[CH:2]1.[CH:9]1[C:18]2[C:13](=[CH:14][CH:15]=[CH:16][CH:17]=2)[CH:12]=[CH:11][C:10]=1[C:19](Cl)=[O:20]>>[CH:9]1[C:18]2[C:13](=[CH:14][CH:15]=[CH:16][CH:17]=2)[CH:12]=[CH:11][C:10]=1[C:19]([O:8][CH2:7][CH2:6][N:1]1[CH:5]=[CH:4][N:3]=[CH:2]1)=[O:20]. Reported procedure: The procedure of Synthesis Example 1 was repeated except that 2-(1H-imidazol-1-yl)ethanol was used instead of the triethanolamine, and 2-naphthoyl chloride was used instead of the benzoyl chloride, to give 2-(1H-imidazol-1-yl)ethyl 2-naphthalenecarboxylate in a yield of 81%. Starting materials: C[O-].[Na+] (Sodium methylate), CC1=NC(=NC(=C1)C)O[C@H](C(=O)O)[C@@]1(C2=C(N(C(CN1)=O)C)C=CC=C2)C2=CC=CC=C2 ((±)-(S*)-(4,6-dimethyl-pyrimidin-2-yloxy)-((5S*)-1-methyl-2-oxo-5-phenyl-2,3,4,5-tetrahydro-1H-benzo[e][1,4]diazepin-5-yl)-acetic acid), C(CC(O)(C(=O)O)CC(=O)O)(=O)O (citric acid). Solvent: CO (methanol), O (water). Reaction conditions: time 3 hour. Product: COC([C@H]([C@@]1(C2=C(N(C(CN1)=O)C)C=CC=C2)C2=CC=CC=C2)OC2=NC(=CC(=N2)C)C)=O ((±)-(S*)-(4,6-dimethyl-pyrimidin-2-yloxy)-((5S*)-1-methyl-2-oxo-5-phenyl-2,3,4,5-tetrahydro-1H-benzo[e][1,4]diazepin-5-yl)-acetic acid methyl ester). Isolated yield 94.1%. As a reaction SMILES: C[O-].[Na+].[CH3:4][C:5]1[CH:10]=[C:9]([CH3:11])[N:8]=[C:7]([O:12][C@@H:13]([C@@:17]2([C:30]3[CH:35]=[CH:34][CH:33]=[CH:32][CH:31]=3)[NH:23][CH2:22][C:21](=[O:24])[N:20]([CH3:25])[C:19]3[CH:26]=[CH:27][CH:28]=[CH:29][C:18]2=3)[C:14]([OH:16])=[O:15])[N:6]=1.[C:36](O)(=O)CC(CC(O)=O)(C(O)=O)O>CO.O>[CH3:36][O:15][C:14](=[O:16])[C@@H:13]([O:12][C:7]1[N:6]=[C:5]([CH3:4])[CH:10]=[C:9]([CH3:11])[N:8]=1)[C@@:17]1([C:30]2[CH:31]=[CH:32][CH:33]=[CH:34][CH:35]=2)[NH:23][CH2:22][C:21](=[O:24])[N:20]([CH3:25])[C:19]2[CH:26]=[CH:27][CH:28]=[CH:29][C:18]1=2 |f:0.1|. Procedure details: Sodium methylate (10.14 g, 186 mmol) is added at 0° C. to a solution of (±)-(1S*, 9bS*)-1-(4,6-dimethyl-pyrimidin-2-yloxy)-5-methyl-9b-phenyl-5,9b-dihydro-1H-2a,5-diaza-benzo[a]cyclobuta[c]cycloheptene-2,4-dione (5.0 g, 12 mmol, Example 49) in methanol (250 ml). The solution is stirred at rt for 3 h, poured into a solution of citric acid (12.6 g, mono hydrate) in water (600 ml) and extracted three times with EA. The organic phase is washed with brine, dried over MgSO4 and evaporated to give (±)-...